This data is from the Open Reaction Database (ORD), a public repository of structured organic reaction records. The task is: describe an organic reaction: reactants, conditions, products, and yield The reactants are CC1(C)NCC(COc2ccccc2)O1, CN(C)C, O=C(Cl)C(Cl)(Cl)Cl, c1ccccc1. The product is CC1(C)OC(COc2ccccc2)CN1C(=O)C(Cl)(Cl)Cl. RXN SMILES: [CH3:1][C:2]1([CH3:15])[O:3][CH:4]([CH2:7][O:8][c:9]2[cH:10][cH:11][cH:12][cH:13][cH:14]2)[CH2:5][NH:6]1.[CH3:23][N:24]([CH3:25])[CH3:26].[Cl:16][C:17]([C:18](=[O:19])[Cl:20])([Cl:21])[Cl:22].[cH:27]1[cH:28][cH:29][cH:30][cH:31][cH:32]1>>[CH3:1][C:2]1([CH3:15])[O:3][CH:4]([CH2:7][O:8][c:9]2[cH:10][cH:11][cH:12][cH:13][cH:14]2)[CH2:5][N:6]1[C:18]([C:17]([Cl:16])([Cl:21])[Cl:22])=[O:19]. The reactants are O=C(CC(NC=1SC=CN1)=O)C1=C(C(=CC=C1)C(F)(F)F)NC(=O)[C@H](CC1=CNC2=CC=CC=C12)NC(OC(C)(C)C)=O (1,1-dimethylethyl N-[(S) 1-[[2-[1,3-dioxo-3-(2-thiazolylamino)-propyl]-6-(trifluoromethyl)-phenyl]-aminocarbonyl]-2-(1H-indol-3-yl)-ethyl]-carbamate), CN(C)C1=NC=CC=C1 (dimethylaminopyridine). The solvent is O1CCCC1 (tetrahydrofuran). Product: OC1=C(C(=NC2=C(C=CC=C12)C(F)(F)F)[C@H](CC1=CNC2=CC=CC=C12)NC(OC(C)(C)C)=O)C(=O)NC=1SC=CN1 (1,1-dimethylethyl N-[(S) 1-[4-hydroxy-3-[(2-thiazolylamino)-carbonyl]-8-(trifluoromethyl)-quinolin-2-yl]-2-(1H-indol-3-yl)-ethyl]-carbamate). Isolated yield 62.2%. Reaction SMILES: [O:1]=[C:2]([C:12]1[CH:17]=[CH:16][CH:15]=[C:14]([C:18]([F:21])([F:20])[F:19])[C:13]=1[NH:22][C:23]([C@@H:25]([NH:36][C:37](=[O:43])[O:38][C:39]([CH3:42])([CH3:41])[CH3:40])[CH2:26][C:27]1[C:35]2[C:30](=[CH:31][CH:32]=[CH:33][CH:34]=2)[NH:29][CH:28]=1)=O)[CH2:3][C:4](=[O:11])[NH:5][C:6]1[S:7][CH:8]=[CH:9][N:10]=1.CN(C1C=CC=CN=1)C>O1CCCC1>[OH:1][C:2]1[C:12]2[C:13](=[C:14]([C:18]([F:19])([F:21])[F:20])[CH:15]=[CH:16][CH:17]=2)[N:22]=[C:23]([C@@H:25]([NH:36][C:37](=[O:43])[O:38][C:39]([CH3:42])([CH3:41])[CH3:40])[CH2:26][C:27]2[C:35]3[C:30](=[CH:31][CH:32]=[CH:33][CH:34]=3)[NH:29][CH:28]=2)[C:3]=1[C:4]([NH:5][C:6]1[S:7][CH:8]=[CH:9][N:10]=1)=[O:11]. Reported procedure: Using the procedure of Step C of Example 7, a solution of 28 g of the product of Step B in 280 ml of tetrahydrofuran and 5.25 g of dimethylaminopyridine were reacted to obtain 16.9 g of 1,1-dimethylethyl N-[(S) 1-[4-hydroxy-3-[(2-thiazolylamino)-carbonyl]-8-(trifluoromethyl)-quinolin-2-yl]-2-(1H-indol-3-yl)-ethyl]-carbamate melting at 270° C. and having a specific rotation of [α]D =+33°±2° (c=0.5% in CH3COOH). Reactants: O=C[C@H](O)[C@@H](O)[C@H](O)[C@H](O)CO (D-glucose), NC(CCSC)C(=O)O (DL-methionine). Reagents/catalysts: [Pd] (palladium), [Ni] (Raney nickel). Product: OC(CNC(CCSC)C(=O)O)C(C(C(CO)O)O)O (N-(2,3,4,5,6-pentahydroxy-hexyl)-DL-methionine). Reaction SMILES: O=[CH:2][C@@H:3]([C@H:5]([C@@H:7]([C@@H:9]([CH2:11][OH:12])[OH:10])[OH:8])[OH:6])[OH:4].[NH2:13][CH:14]([C:19]([OH:21])=[O:20])[CH2:15][CH2:16][S:17][CH3:18]>[Ni].[Pd]>[OH:4][CH:3]([CH:5]([OH:6])[CH:7]([OH:8])[CH:9]([OH:10])[CH2:11][OH:12])[CH2:2][NH:13][CH:14]([C:19]([OH:21])=[O:20])[CH2:15][CH2:16][S:17][CH3:18]. Procedure details: The product was made from D-glucose and DL-methionine using Raney nickel or palladium/activated carbon (10%) as a catalyst. The compound had a melting point of 245° C. (decomposition) and an RF -value of 0.71 (determined as indicated in Example K). Isolated yield 72.5%. The product is NC1=C(C(=O)OC)C=C(N=C1C1=CC(=CC=C1)CO)Br (methyl 3-amino-6-bromo-2-(3-(hydroxymethyl)phenyl)isonicotinate). Reactants: OCC=1C=C(C=CC1)B(O)O (3-(hydroxymethyl)phenylboronic acid), NC1=C(C(=O)OC)C=C(N=C1Br)Br (methyl 3-amino-2,6-dibromoisonicotinate), C([O-])([O-])=O.[Na+].[Na+] (sodium carbonate). As a reaction SMILES: [OH:1][CH2:2][C:3]1[CH:4]=[C:5](B(O)O)[CH:6]=[CH:7][CH:8]=1.[NH2:12][C:13]1[C:22](Br)=[N:21][C:20]([Br:24])=[CH:19][C:14]=1[C:15]([O:17][CH3:18])=[O:16].C(=O)([O-])[O-].[Na+].[Na+]>C1C=CC([P]([Pd]([P](C2C=CC=CC=2)(C2C=CC=CC=2)C2C=CC=CC=2)([P](C2C=CC=CC=2)(C2C=CC=CC=2)C2C=CC=CC=2)[P](C2C=CC=CC=2)(C2C=CC=CC=2)C2C=CC=CC=2)(C2C=CC=CC=2)C2C=CC=CC=2)=CC=1>[NH2:12][C:13]1[C:22]([C:5]2[CH:6]=[CH:7][CH:8]=[C:3]([CH2:2][OH:1])[CH:4]=2)=[N:21][C:20]([Br:24])=[CH:19][C:14]=1[C:15]([O:17][CH3:18])=[O:16] |f:2.3.4,^1:34,36,55,74|. Reagents/catalysts: C=1C=CC(=CC1)[P](C=2C=CC=CC2)(C=3C=CC=CC3)[Pd]([P](C=4C=CC=CC4)(C=5C=CC=CC5)C=6C=CC=CC6)([P](C=7C=CC=CC7)(C=8C=CC=CC8)C=9C=CC=CC9)[P](C=1C=CC=CC1)(C=1C=CC=CC1)C=1C=CC=CC1 (tetrakistriphenylphosphine Pd(0)). Reported procedure: A flask containing a mixture of 3-(hydroxymethyl)phenylboronic acid (0.88 g, 5.79 mmol), methyl 3-amino-2,6-dibromoisonicotinate (1.5 g, 4 8 mmol), tetrakistriphenylphosphine Pd(0) (0.335 g, 0.290 mmol), sodium carbonate (1.23 g, 11.6 mmol) was flushed with nitrogen and toluene (12 mL), and MeOH (4 mL) were added. The reaction was heated at reflux under nitrogen for 48 hr. It was partitioned between EtOAc and water and the organic phase was separated, washed with brine, dried with sodium sulfate... Run at time 4 hour. Product: N1(CCCC1)C(=O)N[C@@H](CC1=CC=CC=C1)C(=O)O (N-(1-pyrrolidinylcarbonyl)-L-phenylalanine). The reactants are methyl ester, N1(CCCC1)C(=O)N[C@@H](CC1=CC=CC=C1)C(=O)OC (N-(1-Pyrrolidinylcarbonyl)-L-phenylalanine, methyl ester), [OH-].[Na+] (sodium hydroxide). Procedure details: A mixture of the methyl ester product from part (a) (1.187 g., 4.3 mmole), aqueous 1N sodium hydroxide solution (5.15 ml., 5.15 mmole), and methanol (17 ml.) is stirred at 25° for 4 hours, after which it is concentrated in vacuo. 1N Hydrochloric acid and ethyl acetate are added to the residue, and the mixture is extracted with ethyl acetate. The extract is dried (MgSO4) and concentrated to give N-(1-pyrrolidinylcarbonyl)-L-phenylalanine; [α]D =12.8° (c=1, methanol). Run in CO (methanol). As a reaction SMILES: [N:1]1([C:6]([NH:8][C@H:9]([C:17]([O:19]C)=[O:18])[CH2:10][C:11]2[CH:16]=[CH:15][CH:14]=[CH:13][CH:12]=2)=[O:7])[CH2:5][CH2:4][CH2:3][CH2:2]1.[OH-].[Na+]>CO>[N:1]1([C:6]([NH:8][C@H:9]([C:17]([OH:19])=[O:18])[CH2:10][C:11]2[CH:16]=[CH:15][CH:14]=[CH:13][CH:12]=2)=[O:7])[CH2:5][CH2:4][CH2:3][CH2:2]1 |f:1.2|. Starting materials: O[C@H]1[C@@H](OC([C@@H]([C@H]1O)OC)(C)C)OC1=CC=C2C=C(C(OC2=C1)=O)NC(C)=O (N-(7-((2R,3R,4S,5R)-3,4-dihydroxy-5-methoxy-6,6-dimethyl-tetrahydro-2H-pyran-2-yloxy)-2-oxo-2H-chromen-3-yl)acetamide), CO (MeOH). Solvent: C(Cl)Cl (CH2Cl2). Yields the product CO[C@@H]1[C@@H]2[C@H]([C@@H](OC1(C)C)OC1=CC=C3C=C(C(OC3=C1)=O)NC(C)=O)OC(O2)=O (N-(7-((3aR,4R,7R,7aR)-7-methoxy-6,6-dimethyl-2-oxo-tetrahydro-3aH-[1,3]dioxolo[4,5-c]pyran-4-yloxy)-2-oxo-2H-chromen-3-yl)acetamide). RXN SMILES: [OH:1][C@@H:2]1[C@H:7]([OH:8])[C@@H:6]([O:9][CH3:10])[C:5]([CH3:12])([CH3:11])[O:4][C@H:3]1[O:13][C:14]1[CH:23]=[C:22]2[C:17]([CH:18]=[C:19]([NH:25][C:26](=[O:28])[CH3:27])[C:20](=[O:24])[O:21]2)=[CH:16][CH:15]=1.[CH3:29][OH:30]>C(Cl)Cl>[CH3:10][O:9][C@H:6]1[C:5]([CH3:11])([CH3:12])[O:4][C@@H:3]([O:13][C:14]2[CH:23]=[C:22]3[C:17]([CH:18]=[C:19]([NH:25][C:26](=[O:28])[CH3:27])[C:20](=[O:24])[O:21]3)=[CH:16][CH:15]=2)[C@@H:2]2[O:1][C:29](=[O:30])[O:8][C@H:7]12. Procedure details: More specifically, triethylamine (0.2 mL) was added to a solution of noviosylated coumarin (45 mg, 0.10 mmol) in methanol (2 mL) at 25° C. After stirring for 48 hours, the solvent was evaporated and the residue purified by preparative TLC (SiO2, DCM-acetone; 4:1) to afford KU-1/A4 (35 mg, 0.086 mmol, 83%) as a white solid. N-(7-((2R,3R,4S,5R)-3,4-dihydroxy-5-methoxy-6,6-dimethyl-tetrahydro-2H-pyran-2-yloxy)-2-oxo-2H-chromen-3-yl)acetamide (KU-1/A4). [α]25D=−351.6° (c, 0.06, 50% MeOH in CH2Cl2); ... Reactants: ClCCl, Cc1sc(NC(=O)COCC(=O)N2CCN(C(c3ccccc3)c3ccccc3)CC2)c(C(=O)OC(C)(C)C)c1-c1ccncc1, O=C(O)C(F)(F)F. The product is Cc1sc(NC(=O)COCC(=O)N2CCN(C(c3ccccc3)c3ccccc3)CC2)c(C(=O)O)c1-c1ccncc1. As a reaction SMILES: [CH2:54]([Cl:55])[Cl:56].[CH:1]([c:2]1[cH:3][cH:4][cH:5][cH:6][cH:7]1)([c:8]1[cH:9][cH:10][cH:11][cH:12][cH:13]1)[N:14]1[CH2:15][CH2:16][N:17]([C:20]([CH2:21][O:22][CH2:23][C:24](=[O:25])[NH:26][c:27]2[s:28][c:29]([CH3:45])[c:30](-[c:39]3[cH:40][cH:41][n:42][cH:43][cH:44]3)[c:31]2[C:32](=[O:33])[O:34][C:35]([CH3:36])([CH3:37])[CH3:38])=[O:46])[CH2:18][CH2:19]1.[F:47][C:48]([F:49])([F:50])[C:51]([OH:52])=[O:53]>>[CH:1]([c:2]1[cH:3][cH:4][cH:5][cH:6][cH:7]1)([c:8]1[cH:9][cH:10][cH:11][cH:12][cH:13]1)[N:14]1[CH2:15][CH2:16][N:17]([C:20]([CH2:21][O:22][CH2:23][C:24](=[O:25])[NH:26][c:27]2[s:28][c:29]([CH3:45])[c:30](-[c:39]3[cH:40][cH:41][n:42][cH:43][cH:44]3)[c:31]2[C:32](=[O:33])[OH:34])=[O:46])[CH2:18][CH2:19]1. Reaction conditions: time 0.5 hour. Reaction SMILES: [H-].[Na+].[OH:3][C:4]1[CH:5]=[N:6][CH:7]=[CH:8][CH:9]=1.[CH3:10][O:11][C:12](=[O:35])[C@H:13]([CH2:31][CH2:32][S:33][CH3:34])[NH:14][C:15](=[O:30])[C:16]1[CH:21]=[CH:20][C:19]([CH2:22]Br)=[CH:18][C:17]=1[C:24]1[CH:29]=[CH:28][CH:27]=[CH:26][CH:25]=1.[OH-].[Na+]>CN(C=O)C>[CH3:10][O:11][C:12](=[O:35])[C@H:13]([CH2:31][CH2:32][S:33][CH3:34])[NH:14][C:15](=[O:30])[C:16]1[CH:21]=[CH:20][C:19]([CH2:22][O:3][C:4]2[CH:5]=[N:6][CH:7]=[CH:8][CH:9]=2)=[CH:18][C:17]=1[C:24]1[CH:29]=[CH:28][CH:27]=[CH:26][CH:25]=1 |f:0.1,4.5|. Starting materials: COC([C@@H](NC(C1=C(C=C(C=C1)CBr)C1=CC=CC=C1)=O)CCSC)=O ((4-bromomethyl-2-phenylbenzoyl)methionine methyl ester), [H-].[Na+] (sodium hydride), OC=1C=NC=CC1 (3-hydroxypyridine), [OH-].[Na+] (sodium hydroxide). The solvent is CN(C)C=O (DMF), CN(C)C=O (DMF), CN(C)C=O (DMF). The product is ethyl acetate-hexanes, COC([C@@H](NC(C1=C(C=C(C=C1)COC=1C=NC=CC1)C1=CC=CC=C1)=O)CCSC)=O ([4-(3-pyridyloxymethyl)-2-phenylbenzoyl]methionine methyl ester). The yield is 25.7%. Procedure details: To a 0° C. suspension in DMF (2 mL) of sodium hydride (90% in mineral oil, 38 mg, 0.95 mmol) was added a solution of 3-hydroxypyridine (95 mg, 1.0 mmol) in DMF (2 mL) dropwise and the mixture was stirred for 0.5 hours. A solution of (4-bromomethyl-2-phenylbenzoyl)methionine methyl ester (218 mg, 0.5 mmol) in DMF (1 mL) was added and the reaction mixture was stirred for 18 hours. The reaction mixture was poured into aqueous 2N sodium hydroxide and the mixture was extracted with ethyl acetate (3×)...